describe an organic reaction: reactants, conditions, products, and yield From a dataset of the Open Reaction Database (ORD), a public repository of structured organic reaction records. Starting materials: C1(=CC=CC=C1)C1CC(C(O1)C(C(=O)O)C)=C=C ((5-phenyl-3-vinylidene-tetrahydro-furan-2-yl)propionic acid), C(=O)([O-])[O-].[K+].[K+] (K2CO3), CN(C=O)C (dimethylformamide), O (H2O), C1(=CC=CC=C1)I (PhI). Reagents/catalysts: C=1C=CC(=CC1)[P](C=2C=CC=CC2)(C=3C=CC=CC3)[Pd]([P](C=4C=CC=CC4)(C=5C=CC=CC5)C=6C=CC=CC6)([P](C=7C=CC=CC7)(C=8C=CC=CC8)C=9C=CC=CC9)[P](C=1C=CC=CC1)(C=1C=CC=CC1)C=1C=CC=CC1 (Pd(PPh3)4). Solvent: C(C)(=O)OCC (ethyl acetate). Run at temperature 85 celsius, time 4 hour. Yields the product C1(=CC=CC=C1)C1CC2(OC(CCC2O1)=O)C(=C)C1=CC=CC=C1 (2-phenyl-3a-(1-phenyl-vinyl)-hexahydrofuro[3,2-b]pyran-5-one). As a reaction SMILES: [C:1]1([CH:7]2[O:11][CH:10]([CH:12]([CH3:16])C(O)=O)[C:9](=[C:17]=[CH2:18])[CH2:8]2)[CH:6]=[CH:5][CH:4]=[CH:3][CH:2]=1.[C:19]([O-:22])([O-])=[O:20].[K+].[K+].[C:25]1(I)[CH:30]=[CH:29]C=[CH:27][CH:26]=1.O.[CH3:33]N(C)C=O>C(OCC)(=O)C.C1C=CC([P]([Pd]([P](C2C=CC=CC=2)(C2C=CC=CC=2)C2C=CC=CC=2)([P](C2C=CC=CC=2)(C2C=CC=CC=2)C2C=CC=CC=2)[P](C2C=CC=CC=2)(C2C=CC=CC=2)C2C=CC=CC=2)(C2C=CC=CC=2)C2C=CC=CC=2)=CC=1>[C:1]1([CH:7]2[O:11][CH:10]3[C:9]([C:17]([C:18]4[CH:29]=[CH:30][CH:25]=[CH:26][CH:27]=4)=[CH2:33])([O:22][C:19](=[O:20])[CH2:16][CH2:12]3)[CH2:8]2)[CH:2]=[CH:3][CH:4]=[CH:5][CH:6]=1 |f:1.2.3,^1:47,49,68,87|. Procedure: (5-phenyl-3-vinylidene-tetrahydro-furan-2-yl)propionic acid (60 mg, 0.25 mmol), Pd(PPh3)4 (29 mg, 0.025 mmol), K2CO3 (170 mg, 1.23 mmol) were dissolved in 6 mL of dimethylformamide, followed by addition of PhI (138 μL, 1.23 mmol). The solution was stirred for 4 hours at 85° C. When the reaction was completed, H2O was added and the solution was stirred for 5 minutes. The mixture was diluted with ethyl acetate, washed with H2O and NaCl. Organic layer was separated and dried with anhydride MgSO4. S... The reactants are C(C=C)OC1(CCN(CC1)C1=C(C(=C(C=2N1C=C(N2)C2=CC(=CC=C2)Br)C)C)[C@@H](C(=O)OC)OC(C)(C)C)C ((S)-methyl 2-(5-(4-(allyloxy)-4-methylpiperidin-1-yl)-2-(3-bromophenyl)-7,8-dimethylimidazo[1,2-a]pyridin-6-yl)-2-(tert-butoxy)acetate), FC=1C(=C(C=CC1)B(O)O)O ((3-fluoro-2-hydroxyphenyl)boronic acid), C(C=C)OC1(CCN(CC1)C1=C(C(=CC=2N1C=C(N2)C=2C=C(C=CC2)C2=C(C=CC(=C2)C)O)C)[C@@H](C(=O)OC)OC(C)(C)C)C ((S)-methyl 2-(5-(4-(allyloxy)-4-methylpiperidin-1-yl)-2-(2′-hydroxy-5′-methyl-[1,1′-biphenyl]-3-yl)-7-methylimidazo[1,2-a]pyridin-6-yl)-2-(tert-butoxy)acetate). The product is C(C=C)OC1(CCN(CC1)C1=C(C(=CC=2N1C=C(N2)C=2C=C(C=CC2)C2=C(C(=CC=C2)F)O)C)[C@@H](C(=O)OC)OC(C)(C)C)C ((S)-Methyl 2-(5-(4-(allyloxy)-4-methylpiperidin-1-yl)-2-(3′-fluoro-2′-hydroxy-[1,1′-biphenyl]-3-yl)-7-methylimidazo[1,2-a]pyridin-6-yl)-2-(tert-butoxy)acetate). Reaction SMILES: [CH2:1]([O:4][C:5]1([CH3:39])[CH2:10][CH2:9][N:8]([C:11]2[N:16]3[CH:17]=[C:18]([C:20]4[CH:25]=[CH:24][CH:23]=[C:22](Br)[CH:21]=4)[N:19]=[C:15]3[C:14](C)=[C:13]([CH3:28])[C:12]=2[C@H:29]([O:34][C:35]([CH3:38])([CH3:37])[CH3:36])[C:30]([O:32][CH3:33])=[O:31])[CH2:7][CH2:6]1)[CH:2]=[CH2:3].[F:40][C:41]1[C:42]([OH:50])=[C:43](B(O)O)[CH:44]=[CH:45][CH:46]=1.C(OC1(C)CCN(C2N3C=C(C4C=C(C5C=C(C)C=CC=5O)C=CC=4)N=C3C=C(C)C=2[C@H](OC(C)(C)C)C(OC)=O)CC1)C=C>>[CH2:1]([O:4][C:5]1([CH3:39])[CH2:10][CH2:9][N:8]([C:11]2[N:16]3[CH:17]=[C:18]([C:20]4[CH:21]=[C:22]([C:43]5[CH:44]=[CH:45][CH:46]=[C:41]([F:40])[C:42]=5[OH:50])[CH:23]=[CH:24][CH:25]=4)[N:19]=[C:15]3[CH:14]=[C:13]([CH3:28])[C:12]=2[C@H:29]([O:34][C:35]([CH3:36])([CH3:38])[CH3:37])[C:30]([O:32][CH3:33])=[O:31])[CH2:7][CH2:6]1)[CH:2]=[CH2:3]. Procedure details: Prepared from (S)-methyl 2-(5-(4-(allyloxy)-4-methylpiperidin-1-yl)-2-(3-bromophenyl)-7,8-dimethylimidazo[1,2-a]pyridin-6-yl)-2-(tert-butoxy)acetate and (3-fluoro-2-hydroxyphenyl)boronic acid in 100% following the same procedure as (S)-methyl 2-(5-(4-(allyloxy)-4-methylpiperidin-1-yl)-2-(2′-hydroxy-5′-methyl-[1,1′-biphenyl]-3-yl)-7-methylimidazo[1,2-a]pyridin-6-yl)-2-(tert-butoxy)acetate. LCMS (ESI, M+1): 616.20. The reactants are CC(c1ccc(CC#N)cc1Cl)C(O)(c1ccnc(Cl)c1)C(F)(F)F, Cl, [Na+], [OH-], O. Product: CC(c1ccc(CC(=O)O)cc1Cl)C(O)(c1ccnc(Cl)c1)C(F)(F)F. Reaction SMILES: [Cl:1][c:2]1[cH:3][c:4]([CH2:23][C:24]#[N:25])[cH:5][cH:6][c:7]1[CH:8]([C:9]([C:10]([F:11])([F:12])[F:13])([OH:14])[c:15]1[cH:16][c:17]([Cl:21])[n:18][cH:19][cH:20]1)[CH3:22].[ClH:29].[Na+:28].[OH-:27].[OH2:26]>>[Cl:1][c:2]1[cH:3][c:4]([CH2:23][C:24](=[O:26])[OH:27])[cH:5][cH:6][c:7]1[CH:8]([C:9]([C:10]([F:11])([F:12])[F:13])([OH:14])[c:15]1[cH:16][c:17]([Cl:21])[n:18][cH:19][cH:20]1)[CH3:22]. The reactants are C1=CC=CC1 (cyclopentadiene), C1(C=CC(C=C1)=O)=O (benzoquinone). Run in C1=CC=CC=C1 (benzene), C1=CC=CC=C1 (benzene). Product: C1(C=CC(C=C1)=O)=O.C1=CC=CC1 (Benzoquinone cyclopentadiene). As a reaction SMILES: [CH:1]1[CH2:5][CH:4]=[CH:3][CH:2]=1.[C:6]1(=[O:13])[CH:11]=[CH:10][C:9](=[O:12])[CH:8]=[CH:7]1>C1C=CC=CC=1>[C:6]1(=[O:13])[CH:11]=[CH:10][C:9](=[O:12])[CH:8]=[CH:7]1.[CH:5]1[CH2:4][CH:3]=[CH:2][CH:1]=1 |f:3.4|. Procedure: Benzoquinone-cyclopentadiene adduct (VII) was prepared by a non-catalytic Diels-Alder condensation of a benzene solution of cyclopentadiene with benzoquinone. The reaction mixture was stirred overnight at room temperature (slight initial exotherm) and the benzene was distilled off giving the adduct (VII) in quantitative yield. This procedure is reported in Beilstein.